This data is from the Open Reaction Database (ORD), a public repository of structured organic reaction records. The task is: describe an organic reaction: reactants, conditions, products, and yield Reactants: CN(C(=O)C1=C(N(N=C1)C)C(=O)O)C (4-Dimethylcarbamoyl-2-methyl-2H-pyrazole-3-carboxylic acid), CN1N=CC(=C1)C(=O)N1CCOCC1 ((1-methyl-1H-pyrazol-4-yl)-morpholin-4-yl-methanone). The product is CN1N=CC(=C1C(=O)O)C(=O)N1CCOCC1 (2-Methyl-4-(morpholine-4-carbonyl)-2H-pyrazole-3-carboxylic acid). Reaction SMILES: [CH3:1][N:2]([CH3:14])[C:3]([C:5]1[CH:9]=[N:8][N:7]([CH3:10])[C:6]=1[C:11]([OH:13])=[O:12])=[O:4].CN1C=C(C(N2C[CH2:27][O:26][CH2:25]C2)=O)C=N1>>[CH3:10][N:7]1[C:6]([C:11]([OH:13])=[O:12])=[C:5]([C:3]([N:2]2[CH2:14][CH2:27][O:26][CH2:25][CH2:1]2)=[O:4])[CH:9]=[N:8]1. Procedure: This compound was prepared in analogy to 4-dimethylcarbamoyl-2-methyl-2H-pyrazole-3-carboxylic acid (Example 97, step b) from (1-methyl-1H-pyrazol-4-yl)-morpholin-4-yl-methanone (1.20 g, 6.15 mmol). Yield: 1.05 g (71%); off-white solid; MS: m/z=240.2 ([M+H]+) Reactants: [BH3-]C#N, CO, CC(=O)O, O=Cc1ccco1, Cl, Nc1cccc(C2CN3CCSC3=N2)c1, [Na+]. Product: c1cc(NCc2ccco2)cc(C2CN3CCSC3=N2)c1. As a reaction SMILES: [C:23]([BH3-:24])#[N:25].[CH3:28][OH:29].[CH3:30][C:31](=[O:32])[OH:33].[CH:16]([c:17]1[cH:18][cH:19][cH:20][o:21]1)=[O:22].[ClH:27].[NH2:1][c:2]1[cH:3][c:4]([CH:8]2[N:9]=[C:10]3[S:11][CH2:12][CH2:13][N:14]3[CH2:15]2)[cH:5][cH:6][cH:7]1.[Na+:26]>>[NH:1]([c:2]1[cH:3][c:4]([CH:8]2[N:9]=[C:10]3[S:11][CH2:12][CH2:13][N:14]3[CH2:15]2)[cH:5][cH:6][cH:7]1)[CH2:16][c:17]1[cH:18][cH:19][cH:20][o:21]1. Reactants: CCCC1CCC(C2CCC(CCC3OCCCO3)CC2)CC1, Cc1ccccc1, O=CO. Product: CCCC1CCC(C2CCC(CCC=O)CC2)CC1. Reaction SMILES: [CH2:1]([CH2:2][CH3:3])[CH:4]1[CH2:5][CH2:6][CH:7]([CH:10]2[CH2:11][CH2:12][CH:13]([CH2:16][CH2:17][CH:18]3[O:19][CH2:23][CH2:22][CH2:21][O:20]3)[CH2:14][CH2:15]2)[CH2:8][CH2:9]1.[CH3:27][c:28]1[cH:29][cH:30][cH:31][cH:32][cH:33]1.[CH:24]([OH:25])=[O:26]>>[CH2:1]([CH2:2][CH3:3])[CH:4]1[CH2:5][CH2:6][CH:7]([CH:10]2[CH2:11][CH2:12][CH:13]([CH2:16][CH2:17][CH:18]=[O:19])[CH2:14][CH2:15]2)[CH2:8][CH2:9]1. The reactants are BrC1=NC2=C(C(=NC(=C2)C#N)C=2C=NC=C(C2)Cl)N1C[C@@H]1CC[C@H](CC1)C (2-bromo-4-(5-chloropyridin-3-yl)-3-[(trans-4-methylcyclohexyl)methyl]-3H-imidazo[4,5-c]pyridine-6-carbonitrile), Cl.FC[C@H]1NCCC1 ((S)-2-(fluoromethyl)pyrrolidine hydrochloride), [F-].[K+] (potassium fluoride), C(C)(C)N(C(C)C)CC (N,N-diisopropylethylamine). Run in C(C)(=O)OCC (ethyl acetate), CS(=O)C (DMSO). Reaction conditions: temperature 100 celsius. Product: ClC=1C=C(C=NC1)C1=NC(=CC2=C1N(C(=N2)N2[C@@H](CCC2)CF)C[C@@H]2CC[C@H](CC2)C)C#N (4-(5-chloropyridin-3-yl)-2-[(2S)-2-(fluoromethyl)pyrrolidin-1-yl]-3-[(trans-4-methylcyclohexyl)methyl]-3H-imidazo[4,5-c]pyridine-6-carbonitrile). RXN SMILES: Br[C:2]1[N:19]([CH2:20][C@H:21]2[CH2:26][CH2:25][C@H:24]([CH3:27])[CH2:23][CH2:22]2)[C:5]2[C:6]([C:12]3[CH:13]=[N:14][CH:15]=[C:16]([Cl:18])[CH:17]=3)=[N:7][C:8]([C:10]#[N:11])=[CH:9][C:4]=2[N:3]=1.Cl.[F:29][CH2:30][C@@H:31]1[CH2:35][CH2:34][CH2:33][NH:32]1.[F-].[K+].C(N(CC)C(C)C)(C)C>C(OCC)(=O)C.CS(C)=O>[Cl:18][C:16]1[CH:17]=[C:12]([C:6]2[C:5]3[N:19]([CH2:20][C@H:21]4[CH2:26][CH2:25][C@H:24]([CH3:27])[CH2:23][CH2:22]4)[C:2]([N:32]4[CH2:33][CH2:34][CH2:35][C@H:31]4[CH2:30][F:29])=[N:3][C:4]=3[CH:9]=[C:8]([C:10]#[N:11])[N:7]=2)[CH:13]=[N:14][CH:15]=1 |f:1.2,3.4|. Procedure: To a vial was added 2-bromo-4-(5-chloropyridin-3-yl)-3-[(trans-4-methylcyclohexyl)methyl]-3H-imidazo[4,5-c]pyridine-6-carbonitrile (Preparative Example 3.1, 382.2 mg, 0.86 mmol), (S)-2-(fluoromethyl)pyrrolidine hydrochloride (240 mg, 1.72 mmol), potassium fluoride (250 mg, 4.30 mmol), DMSO (2.6 mL), and N,N-diisopropylethylamine (0.75 mL, 4.30 mmol). The vial was sealed and heated to 100° C. for 16 hours. The reaction mixture was cooled to room temperature, diluted with ethyl acetate, and washed... Starting materials: CN1CCNCC1, CCO, COc1ccc(-c2nc(Cl)cc(Cl)n2)cc1. Yields the product COc1ccc(-c2nc(Cl)cc(N3CCN(C)CC3)n2)cc1. RXN SMILES: [CH3:17][N:18]1[CH2:19][CH2:20][NH:21][CH2:22][CH2:23]1.[CH3:24][CH2:25][OH:26].[Cl:1][c:2]1[n:3][c:4](-[c:9]2[cH:10][cH:11][c:12]([O:15][CH3:16])[cH:13][cH:14]2)[n:5][c:6]([Cl:8])[cH:7]1>>[c:2]1([N:21]2[CH2:20][CH2:19][N:18]([CH3:17])[CH2:23][CH2:22]2)[n:3][c:4](-[c:9]2[cH:10][cH:11][c:12]([O:15][CH3:16])[cH:13][cH:14]2)[n:5][c:6]([Cl:8])[cH:7]1. Starting materials: NC1=CC=C(C=C1)C=1SC2=C(N1)C=CC=C2 (2-(4'-aminophenyl)benzothiazole), C(C1=CC=CC=C1)(=O)Cl (benzoyl chloride), O (water). Solvent: N1=CC=CC=C1 (pyridine). Product: C(C1=CC=CC=C1)(=O)NC1=CC=C(C=C1)C=1SC2=C(N1)C=CC=C2 (2-(4'-Benzamidophenyl)benzothiazole). Isolated yield 82.2%. As a reaction SMILES: [NH2:1][C:2]1[CH:7]=[CH:6][C:5]([C:8]2[S:9][C:10]3[CH:16]=[CH:15][CH:14]=[CH:13][C:11]=3[N:12]=2)=[CH:4][CH:3]=1.[C:17](Cl)(=[O:24])[C:18]1[CH:23]=[CH:22][CH:21]=[CH:20][CH:19]=1.O>N1C=CC=CC=1>[C:17]([NH:1][C:2]1[CH:3]=[CH:4][C:5]([C:8]2[S:9][C:10]3[CH:16]=[CH:15][CH:14]=[CH:13][C:11]=3[N:12]=2)=[CH:6][CH:7]=1)(=[O:24])[C:18]1[CH:23]=[CH:22][CH:21]=[CH:20][CH:19]=1. Reported procedure: A mixture of 2-(4'-aminophenyl)benzothiazole (0.3 g, 1.32 mmol) and benzoyl chloride (0.3 ml) in pyridine (8 ml) was stirred at reflux for 2 hours, then cooled and poured into water (100 ml). The precipitate formed was filtered off, washed with water and dissolved in hot dichloromethane (12 ml). The resulting solution was cooled in an ice-bath and the solid was filtered off. The filtrate was evaporated and the residue was recrystallised from dichloromethane-methanol to give a white powder (0.36 ... Reactants: solid, BrC1=CC(=CC=2C=C3N(C12)CCNC3=O)C#N (6-bromo-1-oxo-1,2,3,4-tetrahydro-pyrazino[1,2-a]indole-8-carbonitrile), BrC1=CC(=CC=2C=C3N(C12)CCNC3=O)C#N (6-bromo-1-oxo-1,2,3,4-tetrahydro-pyrazino[1,2-a]indole-8-carbonitrile), COC1=CC=C(C=C1)B(O)O (4-methoxy-phenylboronic acid). The product is COC1=CC=C(C=C1)C1=CC(=CC=2C=C3N(C12)CCNC3=O)C#N (6-(4-Methoxy-phenyl)-1-oxo-1,2,3,4-tetrahydro-pyrazino[1,2-a]indole-8-carbonitrile). As a reaction SMILES: Br[C:2]1[C:10]2[N:9]3[CH2:11][CH2:12][NH:13][C:14](=[O:15])[C:8]3=[CH:7][C:6]=2[CH:5]=[C:4]([C:16]#[N:17])[CH:3]=1.[CH3:18][O:19][C:20]1[CH:25]=[CH:24][C:23](B(O)O)=[CH:22][CH:21]=1>>[CH3:18][O:19][C:20]1[CH:25]=[CH:24][C:23]([C:2]2[C:10]3[N:9]4[CH2:11][CH2:12][NH:13][C:14](=[O:15])[C:8]4=[CH:7][C:6]=3[CH:5]=[C:4]([C:16]#[N:17])[CH:3]=2)=[CH:22][CH:21]=1. Reported procedure: The title compound, off-white solid (65 mg, 82%), MS (ISP) m/z=318.4 [(M+H)+], mp 278.5° C., was prepared in accordance with the general method of example 1 from 6-bromo-1-oxo-1,2,3,4-tetrahydro-pyrazino[1,2-a]indole-8-carbonitrile (intermediate 15) (72.5 mg, 0.25 mmol) and commercially available 4-methoxy-phenylboronic acid (49.4 mg, 0.325 mmol).